This data is from the Open Reaction Database (ORD), a public repository of structured organic reaction records. The task is: describe an organic reaction: reactants, conditions, products, and yield Reactants: C(CCC)OCCOC1=CC=C(C=C1)C=1C=CC2=C(C=C(CCN2CC=2C=NN(C2)CC)C(=O)OC)C1 (methyl 7-(4-butoxyethoxyphenyl)-1-[(1-ethylpyrazol-4-yl)methyl]-2,3-dihydro-1-benzazepine-4-carboxylate), Cl (hydrochloric acid), [OH-].[Na+] (sodium hydroxide), O (water). Solvent: O1CCCC1 (tetrahydrofuran), CO (methanol). Conditions: time 1 day. Yields the product C(CCC)OCCOC1=CC=C(C=C1)C=1C=CC2=C(C=C(CCN2CC=2C=NN(C2)CC)C(=O)O)C1 (7-(4-butoxyethoxyphenyl)-1-[(1-ethylpyrazol-4-yl)methyl]-2,3-dihydro-1-benzazepine-4-carboxylic acid). The yield is 77.3%. As a reaction SMILES: [CH2:1]([O:5][CH2:6][CH2:7][O:8][C:9]1[CH:14]=[CH:13][C:12]([C:15]2[CH:16]=[CH:17][C:18]3[N:24]([CH2:25][C:26]4[CH:27]=[N:28][N:29]([CH2:31][CH3:32])[CH:30]=4)[CH2:23][CH2:22][C:21]([C:33]([O:35]C)=[O:34])=[CH:20][C:19]=3[CH:37]=2)=[CH:11][CH:10]=1)[CH2:2][CH2:3][CH3:4].[OH-].[Na+].O.Cl>O1CCCC1.CO>[CH2:1]([O:5][CH2:6][CH2:7][O:8][C:9]1[CH:14]=[CH:13][C:12]([C:15]2[CH:16]=[CH:17][C:18]3[N:24]([CH2:25][C:26]4[CH:27]=[N:28][N:29]([CH2:31][CH3:32])[CH:30]=4)[CH2:23][CH2:22][C:21]([C:33]([OH:35])=[O:34])=[CH:20][C:19]=3[CH:37]=2)=[CH:11][CH:10]=1)[CH2:2][CH2:3][CH3:4] |f:1.2|. Reported procedure: To a solution of methyl 7-(4-butoxyethoxyphenyl)-1-[(1-ethylpyrazol-4-yl)methyl]-2,3-dihydro-1-benzazepine-4-carboxylate (382 mg) in a mixture of tetrahydrofuran (24 ml) and methanol (24 ml) was added 1N sodium hydroxide solution (8 ml), and the mixture was stirred at room temperature for 1 day. Then, to the mixture was added water at 0° C., and 1N hydrochloric acid was further added to neutral, and the mixture was extracted with ethyl acetate. The organic layer was washed with water and saturat... The reactants are OC(=O)C(F)(F)F.FC=1C=C(C#N)C=CC1OC1CCN(CC1)C=1N=C2C(=NC1NC(C)C)CNCC2 (3-fluoro-4-((1-(3-(isopropylamino)-5,6,7,8-tetrahydropyrido[3,4-b]pyrazin-2-yl)piperidin-4-yl)oxy)benzonitrile TFA salt), C=O (formaldehyde), CCN(C(C)C)C(C)C (DIPEA), [Na] (sodium). Run in CO (MeOH). Run at time 45 minute. Product: FC=1C=C(C#N)C=CC1OC1CCN(CC1)C=1N=C2C(=NC1NC(C)C)CN(CC2)C (3-fluoro-4-((1-(3-(isopropylamino)-6-methyl-5,6,7,8-tetrahydropyrido[3,4-b]pyrazin-2-yl)piperidin-4-yl)oxy)benzonitrile). The yield is 90.0%. Reaction SMILES: O[C:2](C(F)(F)F)=O.[F:8][C:9]1[CH:10]=[C:11]([CH:14]=[CH:15][C:16]=1[O:17][CH:18]1[CH2:23][CH2:22][N:21]([C:24]2[N:25]=[C:26]3[CH2:37][CH2:36][NH:35][CH2:34][C:27]3=[N:28][C:29]=2[NH:30][CH:31]([CH3:33])[CH3:32])[CH2:20][CH2:19]1)[C:12]#[N:13].C=O.CCN(C(C)C)C(C)C.[Na]>CO>[F:8][C:9]1[CH:10]=[C:11]([CH:14]=[CH:15][C:16]=1[O:17][CH:18]1[CH2:19][CH2:20][N:21]([C:24]2[N:25]=[C:26]3[CH2:37][CH2:36][N:35]([CH3:2])[CH2:34][C:27]3=[N:28][C:29]=2[NH:30][CH:31]([CH3:33])[CH3:32])[CH2:22][CH2:23]1)[C:12]#[N:13] |f:0.1,^1:48|. Procedure: A solution of 3-fluoro-4-((1-(3-(isopropylamino)-5,6,7,8-tetrahydropyrido[3,4-b]pyrazin-2-yl)piperidin-4-yl)oxy)benzonitrile TFA salt (12.8 mg, 0.024 mmol) and formaldehyde (2.2 mg, 0.027 mmol) in MeOH (244 μL) at room temperature was treated with DIPEA (8.5 μL, 0.049 mmol) and sodium triacetoxyhydroborate (10.3 mg, 0.049 mmol). The reaction mixture was stirred for 45 min at room temperature. The crude reaction mixture was purified directly by HPLC Method B, with the exception that a Waters SunF... The reactants are CC(=O)N1CCC(c2nsc(Nc3ncc(Br)cc3Oc3cccnc3C)n2)CC1, Cc1cccc(C)c1S, Cc1ccccc1, [K+], [K+], [K+], O=C(C=Cc1ccccc1)C=Cc1ccccc1, O=C(C=Cc1ccccc1)C=Cc1ccccc1, O=C(C=Cc1ccccc1)C=Cc1ccccc1, O=P([O-])([O-])[O-], [Pd], [Pd]. Product: CC(=O)N1CCC(c2nsc(Nc3ncc(Sc4c(C)cccc4C)cc3Oc3cccnc3C)n2)CC1. Reaction SMILES: [Br:1][c:2]1[cH:3][c:4]([O:23][c:24]2[c:25]([CH3:30])[n:26][cH:27][cH:28][cH:29]2)[c:5]([NH:8][c:9]2[n:10][c:11]([CH:14]3[CH2:15][CH2:16][N:17]([C:20]([CH3:21])=[O:22])[CH2:18][CH2:19]3)[n:12][s:13]2)[n:6][cH:7]1.[CH3:39][c:40]1[c:41]([SH:47])[c:42]([CH3:46])[cH:43][cH:44][cH:45]1.[CH3:48][c:49]1[cH:50][cH:51][cH:52][cH:53][cH:54]1.[K+:36].[K+:37].[K+:38].[O:57]=[C:58]([CH:59]=[CH:60][c:61]1[cH:62][cH:63][cH:64][cH:65][cH:66]1)[CH:67]=[CH:68][c:69]1[cH:70][cH:71][cH:72][cH:73][cH:74]1.[O:75]=[C:76]([CH:77]=[CH:78][c:79]1[cH:80][cH:81][cH:82][cH:83][cH:84]1)[CH:85]=[CH:86][c:87]1[cH:88][cH:89][cH:90][cH:91][cH:92]1.[O:93]=[C:94]([CH:95]=[CH:96][c:97]1[cH:98][cH:99][cH:100][cH:101][cH:102]1)[CH:103]=[CH:104][c:105]1[cH:106][cH:107][cH:108][cH:109][cH:110]1.[P:31]([O-:32])([O-:33])([O-:34])=[O:35].[Pd:55].[Pd:56]>>[c:2]1([S:47][c:41]2[c:40]([CH3:39])[cH:45][cH:44][cH:43][c:42]2[CH3:46])[cH:3][c:4]([O:23][c:24]2[c:25]([CH3:30])[n:26][cH:27][cH:28][cH:29]2)[c:5]([NH:8][c:9]2[n:10][c:11]([CH:14]3[CH2:15][CH2:16][N:17]([C:20]([CH3:21])=[O:22])[CH2:18][CH2:19]3)[n:12][s:13]2)[n:6][cH:7]1.